This data is from the Open Reaction Database (ORD), a public repository of structured organic reaction records. The task is: describe an organic reaction: reactants, conditions, products, and yield Product: C(C)(C)(C)C=1N=C(C2=C(N1)N(N=N2)CC2=C(C=CC=C2)Cl)N2C[C@H](C(C2)(F)F)O ((R)-1-[5-tert-Butyl-3-(2-chloro-benzyl)-3H-[1,2,3]triazolo[4,5-d]pyrimidin-7-yl]-4,4-difluoro-pyrrolidin-3-ol). Starting materials: C(C)(C)(C)C=1N=C(C2=C(N1)N(N=N2)CC2=C(C=CC=C2)Cl)N2CCOCC2 (5-tert-Butyl-3-(2-chloro-benzyl)-7-morpholin-4-yl-3H-[1,2,3]triazolo[4,5-d]pyrimidine), C(C)(C)(C)C=1N=C(C2=C(N1)N(N=N2)CC2=C(C=CC=C2)Cl)Cl (5-tert-butyl-7-chloro-3-(2-chlorobenzyl)-3H-[1,2,3]triazolo[4,5-d]pyrimidine), Cl.FC1([C@@H](CNC1)O)F ((R)-4,4-difluoropyrrolidin-3-ol hydrochloride). Procedure: In analogy to the procedure described for the synthesis of 5-tert-butyl-3-(2-chlorobenzyl)-7-morpholin-4-yl-3H-[1,2,3]triazolo[4,5-d]pyrimidine (example 1, step c), the title compound was prepared from 5-tert-butyl-7-chloro-3-(2-chlorobenzyl)-3H-[1,2,3]triazolo[4,5-d]pyrimidine and (R)-4,4-difluoropyrrolidin-3-ol hydrochloride and isolated as white solid. MS (m/e): 423.3 (MH+). RXN SMILES: C(C1N=C(N2CCOCC2)C2N=NN(CC3C=CC=CC=3Cl)C=2N=1)(C)(C)C.[C:28]([C:32]1[N:33]=[C:34](Cl)[C:35]2[N:40]=[N:39][N:38]([CH2:41][C:42]3[CH:47]=[CH:46][CH:45]=[CH:44][C:43]=3[Cl:48])[C:36]=2[N:37]=1)([CH3:31])([CH3:30])[CH3:29].Cl.[F:51][C:52]1([F:58])[CH2:56][NH:55][CH2:54][C@H:53]1[OH:57]>>[C:28]([C:32]1[N:33]=[C:34]([N:55]2[CH2:56][C:52]([F:58])([F:51])[C@H:53]([OH:57])[CH2:54]2)[C:35]2[N:40]=[N:39][N:38]([CH2:41][C:42]3[CH:47]=[CH:46][CH:45]=[CH:44][C:43]=3[Cl:48])[C:36]=2[N:37]=1)([CH3:31])([CH3:30])[CH3:29] |f:2.3|.